From a dataset of the Open Reaction Database (ORD), a public repository of structured organic reaction records. describe an organic reaction: reactants, conditions, products, and yield Starting materials: CC(C)(C)OC(=O)N1CCc2c(ncnc2Oc2ccc3c(ccn3C(=O)Nc3cc(C#N)cc(C(F)(F)F)c3)c2)C1, ClCCl, O=C(O)C(F)(F)F. The product is N#Cc1cc(NC(=O)n2ccc3cc(Oc4ncnc5c4CCNC5)ccc32)cc(C(F)(F)F)c1. Reaction SMILES: [C:1]([O:2][C:3](=[O:4])[N:8]1[CH2:9][c:10]2[n:11][cH:12][n:13][c:14]([O:18][c:19]3[cH:20][c:21]4[cH:22][cH:23][n:24]([C:28]([NH:29][c:30]5[cH:31][c:32]([C:40]#[N:41])[cH:33][c:34]([C:36]([F:37])([F:38])[F:39])[cH:35]5)=[O:42])[c:25]4[cH:26][cH:27]3)[c:15]2[CH2:16][CH2:17]1)([CH3:5])([CH3:6])[CH3:7].[Cl:43][CH2:44][Cl:45].[F:46][C:47]([F:48])([F:49])[C:50]([OH:51])=[O:52]>>[NH:8]1[CH2:9][c:10]2[n:11][cH:12][n:13][c:14]([O:18][c:19]3[cH:20][c:21]4[cH:22][cH:23][n:24]([C:28]([NH:29][c:30]5[cH:31][c:32]([C:40]#[N:41])[cH:33][c:34]([C:36]([F:37])([F:38])[F:39])[cH:35]5)=[O:42])[c:25]4[cH:26][cH:27]3)[c:15]2[CH2:16][CH2:17]1. The reactants are FC(C(F)(F)F)(C1(CCCC=2C3=CC(=CC=C3N(C12)S(=O)(=O)C1=CC=C(C)C=C1)C#N)O[Si](C)(C)C)F (1-(perfluoroethyl)-9-tosyl-1-(trimethylsilyloxy)-2,3,4,9-tetrahydro-1H-carbazole-6-carbonitrile), [OH-].[K+] (KOH). Solvent: C1CCOC1 (THF), O (H2O), O (water). Yields the product OC1(CCCC=2C3=CC(=CC=C3NC12)C#N)C(C(F)(F)F)(F)F (1-Hydroxy-1-(perfluoroethyl)-2,3,4,9-tetrahydro-1H-carbazole-6-carbonitrile). Isolated yield 40.4%. Reaction SMILES: [F:1][C:2]([F:37])([C:7]1([O:32][Si](C)(C)C)[C:19]2[N:18](S(C3C=CC(C)=CC=3)(=O)=O)[C:17]3[C:12](=[CH:13][C:14]([C:30]#[N:31])=[CH:15][CH:16]=3)[C:11]=2[CH2:10][CH2:9][CH2:8]1)[C:3]([F:6])([F:5])[F:4].[OH-].[K+]>C1COCC1.O>[OH:32][C:7]1([C:2]([F:37])([F:1])[C:3]([F:4])([F:5])[F:6])[C:19]2[NH:18][C:17]3[C:12](=[CH:13][C:14]([C:30]#[N:31])=[CH:15][CH:16]=3)[C:11]=2[CH2:10][CH2:9][CH2:8]1 |f:1.2|. Procedure details: To a solution of 1-(perfluoroethyl)-9-tosyl-1-(trimethylsilyloxy)-2,3,4,9-tetrahydro-1H-carbazole-6-carbonitrile (180 mg, 0.3 mmol) in THF (5 mL), KOH (90 mg, 1.6 mmol) in H2O (1 mL) was added. The reaction mixture was refluxed for 20 h, diluted with water and extracted with EtOAc (3×20 mL). The combined organic extracts were dried over Na2SO4 and concentrated under reduced pressure to give the crude residue which was purified by column chromatography [EtOAc-hexane (1:19) as eluant] to afford th... Starting materials: CC(=O)OC(C)=O, CN(C)c1ccncc1, NCCc1ccccn1, c1ccncc1. Product: CC(=O)NCCc1ccccn1. RXN SMILES: [CH3:10][C:11](=[O:12])[O:13][C:14](=[O:15])[CH3:16].[CH3:17][N:18]([CH3:19])[c:20]1[cH:21][cH:22][n:23][cH:24][cH:25]1.[NH2:1][CH2:2][CH2:3][c:4]1[n:5][cH:6][cH:7][cH:8][cH:9]1.[cH:26]1[cH:27][cH:28][n:29][cH:30][cH:31]1>>[NH:1]([CH2:2][CH2:3][c:4]1[n:5][cH:6][cH:7][cH:8][cH:9]1)[C:11]([CH3:10])=[O:12]. The reactants are C[Al]1CCCCO1, CCCCCC, Cc1ccccc1, ClC(Cl)=[Ti](C1=CC=CC1)C1=CC=CC1. Product: C=[Ti](C1=CC=CC1)C1=CC=CC1, C[Al]1CCCCO1. RXN SMILES: [CH3:15][Al:16]1[O:17][CH2:18][CH2:19][CH2:20][CH2:21]1.[CH3:22][CH2:23][CH2:24][CH2:25][CH2:26][CH3:27].[CH3:28][c:29]1[cH:30][cH:31][cH:32][cH:33][cH:34]1.[Cl:1][C:2]([Cl:3])=[Ti:4]([C:5]1=[CH:6][CH:7]=[CH:8][CH2:9]1)[C:10]1=[CH:11][CH:12]=[CH:13][CH2:14]1>>[CH2:2]=[Ti:4]([C:5]1=[CH:6][CH:7]=[CH:8][CH2:9]1)[C:10]1=[CH:11][CH:12]=[CH:13][CH2:14]1.[CH3:15][Al:16]1[O:17][CH2:18][CH2:19][CH2:20][CH2:21]1.